This data is from the Open Reaction Database (ORD), a public repository of structured organic reaction records. The task is: describe an organic reaction: reactants, conditions, products, and yield The reactants are CC(=O)OC(C)=O, Cl, O, c1ccncc1, Oc1n[nH]cc1-c1ccccn1. Product: CC(=O)n1cc(-c2ccccn2)c(O)n1. RXN SMILES: [CH3:14][C:15](=[O:16])[O:17][C:18](=[O:19])[CH3:20].[ClH:1].[OH2:21].[cH:22]1[cH:23][cH:24][n:25][cH:26][cH:27]1.[n:2]1[c:3](-[c:8]2[c:9]([OH:13])[n:10][nH:11][cH:12]2)[cH:4][cH:5][cH:6][cH:7]1>>[n:2]1[c:3](-[c:8]2[c:9]([OH:13])[n:10][n:11]([C:15]([CH3:14])=[O:16])[cH:12]2)[cH:4][cH:5][cH:6][cH:7]1. Reactants: C(C)(=O)C1=CC=C(C=C1)S(=O)(=O)Cl (4-acetylbenzenesulfonyl chloride), C(C)(=O)C1=CC=C(C=C1)S(=O)(=O)[O-].[Na+] (sodium 4-acetylbenzenesulfonate), OCCNCCO (bis(2-hydroxyethyl)amine). Solvent: O (water). Reaction conditions: time 16 hour. The product is C(C)(=O)C1=CC=C(C=C1)S(=O)(=O)N(CCO)CCO (4-Acetyl-N,N-bis(2-hydroxyethyl)benzenesulfonamide). RXN SMILES: [C:1]([C:4]1[CH:9]=[CH:8][C:7]([S:10](Cl)(=[O:12])=[O:11])=[CH:6][CH:5]=1)(=[O:3])[CH3:2].C(C1C=CC(S([O-])(=O)=O)=CC=1)(=O)C.[Na+].[OH:28][CH2:29][CH2:30][NH:31][CH2:32][CH2:33][OH:34]>O>[C:1]([C:4]1[CH:9]=[CH:8][C:7]([S:10]([N:31]([CH2:32][CH2:33][OH:34])[CH2:30][CH2:29][OH:28])(=[O:12])=[O:11])=[CH:6][CH:5]=1)(=[O:3])[CH3:2] |f:1.2|. Procedure details: The damp 4-acetylbenzenesulfonyl chloride from 300 g. of sodium 4-acetylbenzenesulfonate is added in portions to a well-stirred, cooled solution of 500 ml. of bis(2-hydroxyethyl)amine in 750 ml. of water. The mixture is stirred at room temperature for 16 hours, cooled to 0°-5° C. and the precipitate of 4-acetyl-N,N-bis(2-hydroxyethyl)benzenesulfonamide is collected by filtration and crystallized from water; m.p. 87.5°-89.5° C. Starting materials: Cl (HCl), CCC1=C2C=C(C=CC2=NC3=C1CN4C3=CC5=C(C4=O)COC(=O)[C@@]5(CC)O)OC(=O)N6CCC(CC6)N7CCCCC7.C(C)(=O)[O-] (irinotecan acetate), C(C)O (ethanol). Run in C(C)(=O)OCC (Ethyl Acetate). Reaction conditions: time 1 hour. Yields the product CCC1=C2C=C(C=CC2=NC3=C1CN4C3=CC5=C(C4=O)COC(=O)[C@@]5(CC)O)OC(=O)N6CCC(CC6)N7CCCCC7.O.O.O.Cl (irinotecan hydrochloride trihydrate), II. As a reaction SMILES: [CH3:1][CH2:2][C:3]1[C:12]2[CH2:13][N:14]3[C:19](=[O:20])[C:18]4[CH2:21][O:22][C:23]([C@:25]([OH:28])([CH2:26][CH3:27])[C:17]=4[CH:16]=[C:15]3[C:11]=2[N:10]=[C:9]2[C:4]=1[CH:5]=[C:6]([O:29][C:30]([N:32]1[CH2:37][CH2:36][CH:35]([N:38]3[CH2:43][CH2:42][CH2:41][CH2:40][CH2:39]3)[CH2:34][CH2:33]1)=[O:31])[CH:7]=[CH:8]2)=[O:24].C([O-])(=[O:46])C.C([OH:50])C.[ClH:51]>C(OCC)(=O)C>[CH3:1][CH2:2][C:3]1[C:12]2[CH2:13][N:14]3[C:19](=[O:20])[C:18]4[CH2:21][O:22][C:23]([C@:25]([OH:28])([CH2:26][CH3:27])[C:17]=4[CH:16]=[C:15]3[C:11]=2[N:10]=[C:9]2[C:4]=1[CH:5]=[C:6]([O:29][C:30]([N:32]1[CH2:33][CH2:34][CH:35]([N:38]3[CH2:43][CH2:42][CH2:41][CH2:40][CH2:39]3)[CH2:36][CH2:37]1)=[O:31])[CH:7]=[CH:8]2)=[O:24].[OH2:46].[OH2:50].[OH2:20].[ClH:51] |f:0.1,5.6.7.8.9|. Procedure: To a suitable vessel were charged amorphous irinotecan acetate (14.5 g) and ethanol (101 mL). The resulting mixture was heated to reflux and remained as a suspension. 2N HCl (10 mL) was added to the reaction mixture to adjust the pH to less than 4. Ethyl Acetate (145 mL) was added to the resulting mixture. The mixture was then cooled to 0˜10° C. and stirred at this temperature for 1 hour, filtrated, and washed with ethyl acetate (100 mL). The solid was then dried in vacuum. Due to a lower than e... Reactants: CN1CCOCC1 (4-methylmorpholine), COC=1C=C(C(=O)Cl)C=C(C1OC)OC (3,4,5-trimethoxy-benzoyl chloride), ClC=1C=C(C=CC1Cl)C1(CNCC1)CCO (3-(3,4-Dichloro-phenyl)-3-(2-hydroxy-ethyl)-pyrrolidine). Run in ClCCl (dichloromethane), ClCCl (dichloromethane). Conditions: temperature 0 celsius, time 1 hour. The product is ClC=1C=C(C=CC1Cl)C1(CN(CC1)C(C1=CC(=C(C(=C1)OC)OC)OC)=O)CCO (3-(3,4-dichloro-phenyl)-1-(3,4,5-trimethoxy-benzoyl)-3-(2-hydroxy-ethyl)-pyrrolidine). The yield is 70.6%. RXN SMILES: [Cl:1][C:2]1[CH:3]=[C:4]([C:9]2([CH2:14][CH2:15][OH:16])[CH2:13][CH2:12][NH:11][CH2:10]2)[CH:5]=[CH:6][C:7]=1[Cl:8].CN1CCOCC1.[CH3:24][O:25][C:26]1[CH:27]=[C:28]([CH:32]=[C:33]([O:37][CH3:38])[C:34]=1[O:35][CH3:36])[C:29](Cl)=[O:30]>ClCCl>[Cl:1][C:2]1[CH:3]=[C:4]([C:9]2([CH2:14][CH2:15][OH:16])[CH2:13][CH2:12][N:11]([C:29](=[O:30])[C:28]3[CH:27]=[C:26]([O:25][CH3:24])[C:34]([O:35][CH3:36])=[C:33]([O:37][CH3:38])[CH:32]=3)[CH2:10]2)[CH:5]=[CH:6][C:7]=1[Cl:8]. Procedure: 3-(3,4-Dichloro-phenyl)-3-(2-hydroxy-ethyl)-pyrrolidine (288 mg, 1.1 mmol) was dissolved in dichloromethane at -78° C. and treated with 4-methylmorpholine (0.25 mL, 2.27 mmol, 2 eq.) and 3,4,5-trimethoxy-benzoyl chloride (250 mg, 1.1 mmol, 1 eq) in dichloromethane (3 mL). The solution was allowed to warm to 0° C. and stir for 1 hour. The solution was washed with 1N HCl and 5% sodium bicarbonate and the organic phase was dried over magnesium sulfate, filtered, and concentrated in vacuo. The resid... The reactants are NC=1C(=CC2=C(N(C(=N2)N2CCN(CC2)C)C(C)C)C1)Cl (6-Amino-5-chloro-1-isopropyl-2-(4-methyl-1-piperazinyl)benzimidazole), Cl.C(C)O (hydrochloric acid ethanol). Run in C(C)O (ethanol). Yields the product Cl.Cl.NC=1C(=CC2=C(N(C(=N2)N2CCN(CC2)C)C(C)C)C1)Cl (6-amino-5-chloro-1-isopropyl-2-(4-methyl-1-piperazinyl)benzimidazole dihydrochloride). Reaction SMILES: [NH2:1][C:2]1[C:3]([Cl:21])=[CH:4][C:5]2[N:9]=[C:8]([N:10]3[CH2:15][CH2:14][N:13]([CH3:16])[CH2:12][CH2:11]3)[N:7]([CH:17]([CH3:19])[CH3:18])[C:6]=2[CH:20]=1.[ClH:22].C(O)C>C(O)C>[ClH:21].[ClH:22].[NH2:1][C:2]1[C:3]([Cl:21])=[CH:4][C:5]2[N:9]=[C:8]([N:10]3[CH2:15][CH2:14][N:13]([CH3:16])[CH2:12][CH2:11]3)[N:7]([CH:17]([CH3:19])[CH3:18])[C:6]=2[CH:20]=1 |f:1.2,4.5.6|. Procedure details: 6-Amino-5-chloro-1-isopropyl-2-(4-methyl-1-piperazinyl)benzimidazole (2.0 g) was dissolved in ethanol (5 ml) and thereto was added 11% (w/w) hydrochloric acid-ethanol (10 ml). After cooling, the precipitated crystal was separated by filtration and the obtained crystal was recrystallized from a mixed solvent of ethanol-methanol to give 6-amino-5-chloro-1-isopropyl-2-(4-methyl-1-piperazinyl)benzimidazole dihydrochloride (1.7 g) as colorless crystal. The reactants are FCC(C)C1=CC=C(C=C1)N (4(1-fluoromethyl-ethyl)benzeneamine), C(=O)O (formic acid). Solvent: C1(=CC=CC=C1)C (toluene). Product: FCC(C)C1=CC=C(C=C1)NC=O (N[4(1-fluoromethyl-ethyl)phenyl]-formamide). RXN SMILES: [F:1][CH2:2][CH:3]([C:5]1[CH:10]=[CH:9][C:8]([NH2:11])=[CH:7][CH:6]=1)[CH3:4].[CH:12](O)=[O:13]>C1(C)C=CC=CC=1>[F:1][CH2:2][CH:3]([C:5]1[CH:10]=[CH:9][C:8]([NH:11][CH:12]=[O:13])=[CH:7][CH:6]=1)[CH3:4]. Reported procedure: A solution of 20 g (0.13 Mol) of 4(1-fluoromethyl-ethyl)benzeneamine and 6 g (0.13 Mol) of 98% formic acid in 150 ml of dry toluene is boiled under reflux. When 2.5 ml of water have separated in the water trap, an additional 6 g of formic acid are added and refluxing is continued until no more water and formic acid separate. Reactants: CN1CCCC1 (N-Methylpyrrolidine), ICC=CC=1CS[C@H]2N(C1C(=O)OC(C1=CC=CC=C1)C1=CC=CC=C1)C(C2NC(\C(\C=2N=C(SC2)NC(C2=CC=CC=C2)(C2=CC=CC=C2)C2=CC=CC=C2)=N/OC)=O)=O (diphenylmethyl 3-(3-iodo-1-propen-1-yl)-7-[(Z)-2-methoxyimino-2-(2-tritylaminothiazol-4-yl)acetamido]-3-cephem-4-carboxylate), CCOCC (ether). Run at time 1 hour. Yields the product NC=1SC=C(N1)/C(/C(=O)NC1[C@@H]2N(C(=C(CS2)\C=C\C[N+]2(CCCC2)C)C(=O)[O-])C1=O)=N/OC (7-[(Z)-2-(2-Aminothiazol-4-yl)-2-methoxyiminoacetamido]-3-[(E)-3-(1-methylpyrrolidinio)-1-propen-1-yl]-3-cephem-4-carboxylate). As a reaction SMILES: [CH3:1][N:2]1[CH2:6][CH2:5][CH2:4][CH2:3]1.IC[CH:9]=[CH:10][C:11]1[CH2:12][S:13][C@@H:14]2[CH:34]([NH:35][C:36](=[O:66])/[C:37](=[N:63]\[O:64][CH3:65])/[C:38]3[N:39]=[C:40]([NH:43]C(C4C=CC=CC=4)(C4C=CC=CC=4)C4C=CC=CC=4)[S:41][CH:42]=3)[C:33](=[O:67])[N:15]2[C:16]=1[C:17]([O:19]C(C1C=CC=CC=1)C1C=CC=CC=1)=[O:18].[CH3:68]COCC>>[NH2:43][C:40]1[S:41][CH:42]=[C:38](/[C:37](=[N:63]/[O:64][CH3:65])/[C:36]([NH:35][CH:34]2[C:33](=[O:67])[N:15]3[C:16]([C:17]([O-:19])=[O:18])=[C:11](/[CH:10]=[CH:9]/[CH2:1][N+:2]4([CH3:68])[CH2:6][CH2:5][CH2:4][CH2:3]4)[CH2:12][S:13][C@H:14]23)=[O:66])[N:39]=1. Reported procedure: N-Methylpyrrolidine (0.2 ml, 2 mmole) was added to a suspension of diphenylmethyl 3-(3-iodo-1-propen-1-yl)-7-[(Z)-2-methoxyimino-2-(2-tritylaminothiazol-4-yl)acetamido]-3-cephem-4-carboxylate (X-1, 958 mg, 1 mmole) in ether (100 ml) and the mixture was stirred at room temperature for 1 hour. The reaction mixture was filtered, the filter cake was treated with 90% trifluoroacetic acid (5 ml) at room temperature for 1 hour, and the resulting mixture was concentrated under reduced pressure to give a...